This data is from the Open Reaction Database (ORD), a public repository of structured organic reaction records. The task is: describe an organic reaction: reactants, conditions, products, and yield The reactants are CC=1C(=NOC1C(F)(F)F)C1=CC=C(S1)C(=O)O (5-(4-Methyl-5-trifluoromethyl-isoxazol-3-yl)-thiophene-2-carboxylic acid), CN1CCNCCC1 (1-methyl-[1,4]diazepane), solid. Yields the product CN1CCN(CCC1)C(=O)C=1SC(=CC1)C1=NOC(=C1C)C(F)(F)F ((4-Methyl-[1,4]diazepan-1-yl)-[5-(4-methyl-5-trifluoromethyl-isoxazol-3-yl)-thiophen-2-yl]-methanone). RXN SMILES: [CH3:1][C:2]1[C:3]([C:11]2[S:15][C:14]([C:16]([OH:18])=O)=[CH:13][CH:12]=2)=[N:4][O:5][C:6]=1[C:7]([F:10])([F:9])[F:8].[CH3:19][N:20]1[CH2:26][CH2:25][CH2:24][NH:23][CH2:22][CH2:21]1>>[CH3:19][N:20]1[CH2:26][CH2:25][CH2:24][N:23]([C:16]([C:14]2[S:15][C:11]([C:3]3[C:2]([CH3:1])=[C:6]([C:7]([F:8])([F:9])[F:10])[O:5][N:4]=3)=[CH:12][CH:13]=2)=[O:18])[CH2:22][CH2:21]1. Procedure details: Prepared from 5-(4-Methyl-5-trifluoromethyl-isoxazol-3-yl)-thiophene-2-carboxylic acid and 1-methyl-[1,4]diazepane by the method described in Example 41. Yellow colored solid (49 mg, 37%). 1H NMR (CDCl3) 1.97-2.05 (m, 2H), 2.36 (d, J=1.4, 3H), 2.40 (s, 3H), 2.62 (br s, 2H), 2.74 (br s, 2H), 3.80 (br s, 2H), 7.37 (br s, 1H), 7.45 (d, J=3.8, 1H). 19F NMR −63.1. LC/MS 4.43 min, [M+1]+ 374. Reactants: COC1=CC=2C(C3=CC=C(C=C3C(C2C=C1)=O)OC)=O (2,6-dimethoxyanthraquinone), [BH4-].[Na+] (sodium borohydride), Cl (hydrochloric acid). Solvent: COCCOC (ethyleneglycol dimethylether). Reaction conditions: time 1 hour. The product is COC1=CC2=C(C3=CC=C(C=C3C(=C2C=C1)O)OC)O (2,6-dimethoxyanthracene-9,10-diol). Isolated yield 81.5%. Reaction SMILES: [CH3:1][O:2][C:3]1[CH:16]=[CH:15][C:14]2[C:13](=[O:17])[C:12]3[C:7](=[CH:8][CH:9]=[C:10]([O:18][CH3:19])[CH:11]=3)[C:6](=[O:20])[C:5]=2[CH:4]=1.[BH4-].[Na+].Cl>COCCOC>[CH3:19][O:18][C:10]1[CH:9]=[CH:8][C:7]2[C:12](=[C:13]([OH:17])[C:14]3[C:5]([C:6]=2[OH:20])=[CH:4][C:3]([O:2][CH3:1])=[CH:16][CH:15]=3)[CH:11]=1 |f:1.2|. Reported procedure: A dispersion of 268 g of 2,6-dimethoxyanthraquinone in 1800 ml of ethyleneglycol dimethylether was mixed with 75 g of sodium borohydride under stirring under a nitrogen atmosphere for one hour. The solution was then added dropwise to 6000 ml of a cold aqueous 1N hydrochloric acid, and the precipitates formed were filtered off, washed with water and dried to give 220 g of green 2,6-dimethoxyanthracene-9,10-diol.